Task: describe an organic reaction: reactants, conditions, products, and yield. Dataset: the Open Reaction Database (ORD), a public repository of structured organic reaction records Reactants: Fc1ccc(C(=CCCCBr)c2ccc(F)cc2)cc1, CC(=O)c1ccccc1NC(=O)CN1CCNC(C(N)=O)C1, CN(C)C=O, [Na+], [Na+], O=C([O-])[O-]. Product: CC(=O)c1ccccc1NC(=O)CN1CCN(CCCC=C(c2ccc(F)cc2)c2ccc(F)cc2)C(C(N)=O)C1. As a reaction SMILES: [Br:1][CH2:2][CH2:3][CH2:4][CH:5]=[C:6]([c:7]1[cH:8][cH:9][c:10]([F:13])[cH:11][cH:12]1)[c:14]1[cH:15][cH:16][c:17]([F:20])[cH:18][cH:19]1.[C:21]([CH3:22])(=[O:23])[c:24]1[c:25]([NH:30][C:31]([CH2:32][N:33]2[CH2:34][CH:35]([C:39](=[O:40])[NH2:41])[NH:36][CH2:37][CH2:38]2)=[O:42])[cH:26][cH:27][cH:28][cH:29]1.[CH3:49][N:50]([CH3:51])[CH:52]=[O:53].[Na+:43].[Na+:44].[O-:45][C:46](=[O:47])[O-:48]>>[CH2:2]([CH2:3][CH2:4][CH:5]=[C:6]([c:7]1[cH:8][cH:9][c:10]([F:13])[cH:11][cH:12]1)[c:14]1[cH:15][cH:16][c:17]([F:20])[cH:18][cH:19]1)[N:36]1[CH:35]([C:39](=[O:40])[NH2:41])[CH2:34][N:33]([CH2:32][C:31]([NH:30][c:25]2[c:24]([C:21]([CH3:22])=[O:23])[cH:29][cH:28][cH:27][cH:26]2)=[O:42])[CH2:38][CH2:37]1. The reactants are [OH-].[Na+] (sodium hydroxide), ClC1=C(C=C(C=C1)C)NC(=O)CC(CC(=O)OC(C)(C)C)C1=NOC(=C1C1CC1)C1CC(C1)CC(C)C (tert-Butyl 4-(2-Chloro-5-methylphenylcarbamoyl)-3-[4-cyclopropyl-5-(3-isobutylcyclobutyl)isoxazol-3-yl]butanoate), C1(=CC=CC=C1)C (toluene), FC(C(=O)O)(F)F (trifluoroacetic acid). Run in O (water). Conditions: time 30 minute. Product: ClC1=C(C=C(C=C1)C)NC(=O)CC(CC(=O)O)C1=NOC(=C1C1CC1)C1CC(C1)CC(C)C (4-(2-Chloro-5-methylphenylcarbamoyl)-3-[4-cyclopropyl-5-(3-isobutylcyclobutyl)isoxazol-3-yl]butanoic acid). Yield: 92.9%. RXN SMILES: [Cl:1][C:2]1[CH:7]=[CH:6][C:5]([CH3:8])=[CH:4][C:3]=1[NH:9][C:10]([CH2:12][CH:13]([C:22]1[C:26]([CH:27]2[CH2:29][CH2:28]2)=[C:25]([CH:30]2[CH2:33][CH:32]([CH2:34][CH:35]([CH3:37])[CH3:36])[CH2:31]2)[O:24][N:23]=1)[CH2:14][C:15]([O:17]C(C)(C)C)=[O:16])=[O:11].C1(C)C=CC=CC=1.FC(F)(F)C(O)=O.[OH-].[Na+]>O>[Cl:1][C:2]1[CH:7]=[CH:6][C:5]([CH3:8])=[CH:4][C:3]=1[NH:9][C:10]([CH2:12][CH:13]([C:22]1[C:26]([CH:27]2[CH2:28][CH2:29]2)=[C:25]([CH:30]2[CH2:31][CH:32]([CH2:34][CH:35]([CH3:37])[CH3:36])[CH2:33]2)[O:24][N:23]=1)[CH2:14][C:15]([OH:17])=[O:16])=[O:11] |f:3.4|. Procedure: tert-Butyl 4-(2-Chloro-5-methylphenylcarbamoyl)-3-[4-cyclopropyl-5-(3-isobutylcyclobutyl)isoxazol-3-yl]butanoate (1.09 g) and toluene (3.2 mL) were mixed. To the mixture was added trifluoroacetic acid (3.2 mL) at ice temperature and the mixture was stirred at RT for 30 min. After water (5 mL) was poured into the reaction mixture dropwise at ice temperature, aqueous 4 N sodium hydroxide was added to the mixture dropwise and the mixture was extracted with ethyl acetate. The organic layer was washe... Reactants: O=C1CCC(=O)N1Br, COC(=O)c1ncc(Br)cc1C, ClCCl, CC(C)(C#N)N=NC(C)(C)C#N. The product is COC(=O)c1ncc(Br)cc1CBr. RXN SMILES: [Br:13][N:14]1[C:15](=[O:16])[CH2:17][CH2:18][C:19]1=[O:20].[Br:1][c:2]1[cH:3][c:4]([CH3:12])[c:5]([C:8](=[O:9])[O:10][CH3:11])[n:6][cH:7]1.[Cl:33][CH2:34][Cl:35].[N:21]#[C:22][C:23]([N:24]=[N:25][C:26]([C:27]#[N:28])([CH3:29])[CH3:30])([CH3:31])[CH3:32]>>[Br:1][c:2]1[cH:3][c:4]([CH2:12][Br:13])[c:5]([C:8](=[O:9])[O:10][CH3:11])[n:6][cH:7]1. Procedure details: Treatment of 7-methylindan-4-ol (10.00 g, 0.067 mol) with potassium carbonate (37.3 g, 0.270 mol) and allyl bromide (9.80 g, 0.081 mol) generally according to the procedure described for Intermediate 1 afforded 4-(allyloxy)-7-methylindane. Refluxing the allyl ether in mesitylene generally according to the procedure described for Intermediate 1 gave 5-allyl-7-methylindan-4-ol. Treatment of the phenyl with potassium carbonate (27.99 g, 0.203 mol) and benzyl bromide (12.70 g, 0.074 mol) generally a... Product: C(C=C)C1=C(C=2CCCC2C(=C1)C)O (5-allyl-7-methylindan-4-ol). Reactants: C(C=C)OC1=C2CCCC2=C(C=C1)C (4-(allyloxy)-7-methylindane), CC1=CC=C(C=2CCCC12)O (7-methylindan-4-ol), Intermediate 1, Intermediate 1, C([O-])([O-])=O.[K+].[K+] (potassium carbonate), C(C=C)Br (allyl bromide), C(C=C)OCC=C (allyl ether). Run in C1(=CC(=CC(=C1)C)C)C (mesitylene). RXN SMILES: [CH3:1][C:2]1[C:10]2[CH2:9][CH2:8][CH2:7][C:6]=2[C:5]([OH:11])=[CH:4][CH:3]=1.C(=O)([O-])[O-].[K+].[K+].[CH2:18](Br)[CH:19]=[CH2:20].C(OC1C=CC(C)=C2C=1CCC2)C=C.C(OCC=C)C=C>C1(C)C=C(C)C=C(C)C=1>[CH2:20]([C:4]1[CH:3]=[C:2]([CH3:1])[C:10]2[CH2:9][CH2:8][CH2:7][C:6]=2[C:5]=1[OH:11])[CH:19]=[CH2:18] |f:1.2.3|. Starting materials: C=C(C)C(=O)Cl, NCC(=O)NCC(=O)O, O. Product: C=C(C)C(=O)NCC(=O)NCC(=O)O. RXN SMILES: [C:10]([C:11](=[CH2:12])[CH3:13])(=[O:14])[Cl:15].[NH2:1][CH2:2][C:3](=[O:4])[NH:5][CH2:6][C:7]([OH:8])=[O:9].[OH2:16]>>[NH:1]([CH2:2][C:3](=[O:4])[NH:5][CH2:6][C:7]([OH:8])=[O:9])[C:10]([C:11](=[CH2:12])[CH3:13])=[O:14]. Starting materials: BrC1=CC2=C(N=C(S2)[C@@H]2C[C@H](C2)N2[C@@H](CCC2)C)C=C1 (Trans-6-bromo-2-{3-[(2R)-2-methylpyrrolidin-1-yl]cyclobutyl}-1,3-benzothiazole), COC1=NC(=C(C=N1)B(O)O)OC (2,6-dimethoxy-5-pyrimidineboronic acid), N1=CN=CC(=C1)B(O)O (pyrimidine-5-boronic acid). Product: COC1=NC=C(C(=N1)OC)C1=CC2=C(N=C(S2)[C@@H]2C[C@H](C2)N2CCCC2)C=C1 (Trans-6-(2,4-dimethoxypyrimidin-5-yl)-2-(3-pyrrolidin-1-ylcyclobutyl)-1,3-benzothiazole). RXN SMILES: Br[C:2]1[CH:20]=[CH:19][C:5]2[N:6]=[C:7]([C@H:9]3[CH2:12][C@H:11]([N:13]4[CH2:17][CH2:16][CH2:15][C@H:14]4C)[CH2:10]3)[S:8][C:4]=2[CH:3]=1.[CH3:21][O:22][C:23]1[N:28]=[CH:27][C:26](B(O)O)=[C:25]([O:32][CH3:33])[N:24]=1.N1C=C(B(O)O)C=NC=1>>[CH3:21][O:22][C:23]1[N:24]=[C:25]([O:32][CH3:33])[C:26]([C:2]2[CH:20]=[CH:19][C:5]3[N:6]=[C:7]([C@H:9]4[CH2:12][C@H:11]([N:13]5[CH2:17][CH2:16][CH2:15][CH2:14]5)[CH2:10]4)[S:8][C:4]=3[CH:3]=2)=[CH:27][N:28]=1. Procedure details: The title compound was prepared according to the procedure described in Example 1F, substituting the product of Example 62A for the product of Example 1E and substituting 2,6-dimethoxy-5-pyrimidineboronic acid for pyrimidine-5-boronic acid. 1H NMR (300 MHz, CDCl3) δ ppm 8.32 (s, 1H) 8.02 (d, J=8.48 Hz, 1H) 7.97 (d, J=1.70 Hz, 1H) 7.57 (dd, J=8.65, 1.86 Hz, 1H) 4.03-4.10 (s, 3H) 3.95-4.03 (m, 1H) 3.26-3.42 (m, 1H) 2.43-2.78 (m, 6H) 1.79-1.98 (m, 4H) 1.45-1.66 (m, 2H). MS: (M+H)+=397. Reactants: N1(N=NN=C1)C=1C(=NC=CC1)C#N (3-(tetrazol-1-yl)cyanopyridine). The reagents and catalysts are [Pd] (palladium on carbon), catalyst. Run in C(C)O (ethanol). Product: N1(N=NN=C1)C=1C(=NC=CC1)CN (3-(tetrazol-1-yl)-2-aminomethylpyridine). As a reaction SMILES: [N:1]1([C:6]2[C:7]([C:12]#[N:13])=[N:8][CH:9]=[CH:10][CH:11]=2)[CH:5]=[N:4][N:3]=[N:2]1>[Pd].C(O)C>[N:1]1([C:6]2[C:7]([CH2:12][NH2:13])=[N:8][CH:9]=[CH:10][CH:11]=2)[CH:5]=[N:4][N:3]=[N:2]1. Procedure details: A solution of 3-(tetrazol-1-yl)cyanopyridine (250 mg, 1.45 mmol) and 45% by weight of palladium on carbon, 10% catalyst (110 mg) in ethanol (75 ml) was placed on a PARR Hydrogenation Apparatus under a hydrogen atmosphere at 55 psi. overnight. The mixture was filtered through celite and concentrated to give 3-(tetrazol-1-yl)-2-aminomethylpyridine; 1H NMR (CD3OD) δ9.60 (s, 1H), 8.83-8.81 (m, 1H), 7.99-7.97 (m, 1H), 7.59-7.56 (m, 1H), 3.77 (s, 2H).